Dataset: the Open Reaction Database (ORD), a public repository of structured organic reaction records. Task: describe an organic reaction: reactants, conditions, products, and yield Reactants: C(C=C)(=O)O (acrylic acid), C(C=C)(=O)N (acrylamide), C=CC1=CC=CC=C1 (styrene). The product is C(C=C)(=O)O.C(C=C)(=O)N.C=CC1=CC=CC=C1 (Acrylic acid Acrylamide Styrene). RXN SMILES: [C:1]([OH:5])(=[O:4])[CH:2]=[CH2:3].[C:6]([NH2:10])(=[O:9])[CH:7]=[CH2:8].[CH2:11]=[CH:12][C:13]1[CH:18]=[CH:17][CH:16]=[CH:15][CH:14]=1>>[C:1]([OH:5])(=[O:4])[CH:2]=[CH2:3].[C:6]([NH2:10])(=[O:9])[CH:7]=[CH2:8].[CH2:11]=[CH:12][C:13]1[CH:18]=[CH:17][CH:16]=[CH:15][CH:14]=1 |f:3.4.5|. Procedure details: An organic acid was prepared according to the same method as Synthesis Example 1-1 except that a mixture of 21.0 g of acrylic acid (made by Wako Junyaku Co.), 6.0 g of acrylamide (made by Wako Junyaku Co., Japan), and 3.0 g of styrene (made by Wako Junyaku Co.) was used as a monomer.